Dataset: the Open Reaction Database (ORD), a public repository of structured organic reaction records. Task: describe an organic reaction: reactants, conditions, products, and yield Reactants: COC=1C=C(CN2C(C(CC2)CC2=CC=C(C=C2)F)=O)C=C(C1OC)OC (1-(3,4,5-trimethoxybenzyl)-3-(4-fluorophenylmethyl)-2-oxopyrrolidine), C(C=C)Br (allyl bromide), O1CCCC1 (tetrahydrofuran), C(C)(CC)[Li] (sec-butyl lithium). Solvent: C(C)(=O)OCC.CCCCCC (ethyl acetate hexane), O (water). Reaction conditions: temperature -78 celsius, time 30 minute. Yields the product COC=1C=C(CN2C(C(CC2)(CC=C)CC2=CC=C(C=C2)F)=O)C=C(C1OC)OC (1-(3,4,5-trimethoxybenzyl)-3-(4-fluorophenylmethyl)-3-(allyl)-2-oxopyrrolidine). As a reaction SMILES: [CH3:1][O:2][C:3]1[CH:4]=[C:5]([CH:21]=[C:22]([O:26][CH3:27])[C:23]=1[O:24][CH3:25])[CH2:6][N:7]1[CH2:11][CH2:10][CH:9]([CH2:12][C:13]2[CH:18]=[CH:17][C:16]([F:19])=[CH:15][CH:14]=2)[C:8]1=[O:20].O1C[CH2:31][CH2:30][CH2:29]1.C([Li])(CC)C.C(Br)C=C>C(OCC)(=O)C.CCCCCC.O>[CH3:1][O:2][C:3]1[CH:4]=[C:5]([CH:21]=[C:22]([O:26][CH3:27])[C:23]=1[O:24][CH3:25])[CH2:6][N:7]1[CH2:11][CH2:10][C:9]([CH2:12][C:13]2[CH:14]=[CH:15][C:16]([F:19])=[CH:17][CH:18]=2)([CH2:31][CH:30]=[CH2:29])[C:8]1=[O:20] |f:4.5|. Procedure: Combine 1-(3,4,5-trimethoxybenzyl)-3-(4-fluorophenylmethyl)-2-oxopyrrolidine (0.93 g, 2.86 mmol) and tetrahydrofuran (10 mL). Cool to −78° C. using a dry-ice/acetone bath. Add a solution of sec-butyl lithium (2.64 mL, 1.3 M in hexane, 3.43 mmol). After 30 minutes, add allyl bromide (0.42 g, 3.43 mmol). After the addition is complete, warm to ambient temperature. After 3 hours, add water and extract three times with ethyl acetate. Dry the combined organic layers over Na2SO4, filter, and concentra... Yields the product C(CC#C)N1CCOCC1 (4-But-3-ynyl-morpholine). Conditions: temperature 100 celsius. Procedure details: A mixture of methanesulfonic acid but-3-ynyl ester (10.1 g, 68 mmol) and morpholine (12.5 mL, 143 mmol) was heated to 100° C. for 1 h. The mixture was diluted with Et2O (50 mL) and filtered. The solid residue was discarded, and the mother liquor extracted with 3N HCl. The aqueous layer was basified with NaOH, and back-extracted into EtOAc. Drying (Na2SO4), concentration, and distillation (short-path, b.p.=130° C. at ˜5 mm Hg) game the title compound as a colorless oil. 1H NMR (CDCl3) δ 3.72 (t, ... The solvent is CCOCC (Et2O). Reactants: C(CC#C)OS(=O)(=O)C (methanesulfonic acid but-3-ynyl ester), N1CCOCC1 (morpholine). As a reaction SMILES: [CH2:1](OS(C)(=O)=O)[CH2:2][C:3]#[CH:4].[NH:10]1[CH2:15][CH2:14][O:13][CH2:12][CH2:11]1>CCOCC>[CH2:1]([N:10]1[CH2:15][CH2:14][O:13][CH2:12][CH2:11]1)[CH2:2][C:3]#[CH:4]. Starting materials: Cc1ccc(-c2sc(C)nc2C(=O)O)cc1, Cc1nc2sccn2c1C(=O)NCC1NCC2CCCC21. The product is Cc1ccc(-c2sc(C)nc2C(=O)N2CC3CCCC3C2CNC(=O)c2c(C)nc3sccn23)cc1. As a reaction SMILES: [CH3:22][c:23]1[s:24][c:25](-[c:31]2[cH:32][cH:33][c:34]([CH3:37])[cH:35][cH:36]2)[c:26]([C:28](=[O:29])[OH:30])[n:27]1.[CH:1]12[CH:2]([CH2:9][NH:10][C:11](=[O:12])[c:13]3[c:14]([CH3:21])[n:15][c:16]4[s:17][cH:18][cH:19][n:20]34)[NH:3][CH2:4][CH:5]1[CH2:6][CH2:7][CH2:8]2>>[CH:1]12[CH:2]([CH2:9][NH:10][C:11](=[O:12])[c:13]3[c:14]([CH3:21])[n:15][c:16]4[s:17][cH:18][cH:19][n:20]34)[N:3]([C:28]([c:26]3[c:25](-[c:31]4[cH:32][cH:33][c:34]([CH3:37])[cH:35][cH:36]4)[s:24][c:23]([CH3:22])[n:27]3)=[O:29])[CH2:4][CH:5]1[CH2:6][CH2:7][CH2:8]2. Reactants: BrN1C(CCC1=O)=O (N-bromosuccinimide), CC=1CS([C@H]2N(C1C(=O)O)C(C2NC(CC2=CC=CC=C2)=O)=O)=O (3-methyl-7-phenylacetamido-3-cephem-4-carboxylic acid-1-oxide), C[Si](NS(=O)(=O)C1=CC=CC=C1)(C)C (N-trimethylsilylbenzenesulfonamide), C[Si](NS(=O)(=O)C1=CC=CC=C1)(C)C (N-trimethylsilylbenzenesulfonamide). Solvent: ClCCl (dichloromethane). Conditions: time 1 hour. Product: BrCC=1CS([C@H]2N(C1C(=O)O[Si](C)(C)C)C(C2NC(CC2=CC=CC=C2)=O)=O)=O (trimethylsilyl 3-bromomethyl-7-phenylacetamido-3-cephem-4-carboxylate-1-oxide). Yield: 44.0%. Reaction SMILES: [CH3:1][C:2]1[CH2:3][S:4](=[O:24])[C@@H:5]2[CH:12]([NH:13][C:14](=[O:22])[CH2:15][C:16]3[CH:21]=[CH:20][CH:19]=[CH:18][CH:17]=3)[C:11](=[O:23])[N:6]2[C:7]=1[C:8]([OH:10])=[O:9].[CH3:25][Si:26]([CH3:38])([CH3:37])NS(C1C=CC=CC=1)(=O)=O.[Br:39]N1C(=O)CCC1=O>ClCCl>[Br:39][CH2:1][C:2]1[CH2:3][S:4](=[O:24])[C@@H:5]2[CH:12]([NH:13][C:14](=[O:22])[CH2:15][C:16]3[CH:17]=[CH:18][CH:19]=[CH:20][CH:21]=3)[C:11](=[O:23])[N:6]2[C:7]=1[C:8]([O:10][Si:26]([CH3:38])([CH3:37])[CH3:25])=[O:9]. Procedure: 352 mg (1.01 mmoles) of 3-methyl-7-phenylacetamido-3-cephem-4-carboxylic acid-1-oxide were added to a solution of 0.45 mg (2.0 mmoles) of N-trimethylsilylbenzenesulfonamide in 70 ml of dichloromethane and after refluxing for half an hour a still slightly turbid solution was obtained. An additional 0.42 g of N-trimethylsilylbenzenesulfonamide (1.8 mmoles) was added and refluxing was continued for half an hour. The clear, light yellow solution obtained was cooled in an ice-bath and bromination was...